From a dataset of the Open Reaction Database (ORD), a public repository of structured organic reaction records. describe an organic reaction: reactants, conditions, products, and yield The reactants are C1CCNCC1, CC(=O)c1ccc(-c2ccc(C(=O)N3CCCN(C)CC3)cc2)o1, Cc1ccccc1, O=C1Cc2cc(Cl)ccc2N1. Product: CC(=C1C(=O)Nc2ccc(Cl)cc21)c1ccc(-c2ccc(C(=O)N3CCCN(C)CC3)cc2)o1. Reaction SMILES: [CH2:36]1[CH2:37][CH2:38][NH:39][CH2:40][CH2:41]1.[CH3:12][N:13]1[CH2:14][CH2:15][N:16]([C:20](=[O:21])[c:22]2[cH:23][cH:24][c:25](-[c:28]3[cH:29][cH:30][c:31]([C:33]([CH3:34])=[O:35])[o:32]3)[cH:26][cH:27]2)[CH2:17][CH2:18][CH2:19]1.[CH3:42][c:43]1[cH:44][cH:45][cH:46][cH:47][cH:48]1.[Cl:1][c:2]1[cH:3][c:4]2[c:8]([cH:9][cH:10]1)[NH:7][C:6](=[O:11])[CH2:5]2>>[Cl:1][c:2]1[cH:3][c:4]2[c:8]([cH:9][cH:10]1)[NH:7][C:6](=[O:11])[C:5]2=[C:33]([c:31]1[cH:30][cH:29][c:28](-[c:25]2[cH:24][cH:23][c:22]([C:20]([N:16]3[CH2:15][CH2:14][N:13]([CH3:12])[CH2:19][CH2:18][CH2:17]3)=[O:21])[cH:27][cH:26]2)[o:32]1)[CH3:34]. The reactants are C(=O)(OC(C)(C)C)CN1CCN(CCN(CCNCC1)CC(=O)OC(C)(C)C)CC1=CC=C(C=C1)[N+](=O)[O-] (1,7-bis-(carbo-tert-butoxymethyl)-4-(4′-nitrobenzyl)-1,4,7,10-tetraazacyclododecane), CCOCC (Et2O), resultant mixture. The reagents and catalysts are [Pd].C(=O)([O-])[O-].[Ca+2] (Pd CaCO3). The solvent is C(C)O (ethanol). The product is C(=O)(OC(C)(C)C)CN1CCN(CCN(CCNCC1)CC(=O)OC(C)(C)C)CC1=CC=C(C=C1)N (1,7-bis-(carbo-tert-butoxymethyl)-4-(4′-aminobenzyl)-1,4,7,10-tetraazacyclododecane). Isolated yield 98.0%. RXN SMILES: [C:1]([CH2:8][N:9]1[CH2:20][CH2:19][NH:18][CH2:17][CH2:16][N:15]([CH2:21][C:22]([O:24][C:25]([CH3:28])([CH3:27])[CH3:26])=[O:23])[CH2:14][CH2:13][N:12]([CH2:29][C:30]2[CH:35]=[CH:34][C:33]([N+:36]([O-])=O)=[CH:32][CH:31]=2)[CH2:11][CH2:10]1)([O:3][C:4]([CH3:7])([CH3:6])[CH3:5])=[O:2].CCOCC>C(O)C.[Pd].C([O-])([O-])=O.[Ca+2]>[C:1]([CH2:8][N:9]1[CH2:20][CH2:19][NH:18][CH2:17][CH2:16][N:15]([CH2:21][C:22]([O:24][C:25]([CH3:27])([CH3:28])[CH3:26])=[O:23])[CH2:14][CH2:13][N:12]([CH2:29][C:30]2[CH:31]=[CH:32][C:33]([NH2:36])=[CH:34][CH:35]=2)[CH2:11][CH2:10]1)([O:3][C:4]([CH3:5])([CH3:6])[CH3:7])=[O:2] |f:3.4.5|. Procedure details: To a solution of compound (21) (1.72 g, 3.21 mmol) in absolute ethanol (100 ml) was added 5% Pd/CaCO3 (0.31 g) to which lead (Pb) had been added as an inhibitor. The resultant mixture was stirred at an ambient temperature in the presence of H2 (g) for 12 hours. The reaction mixture was filtered through a celite pad and washed with ethanol (2×20 ml). The filtrate was evaporated in vacuo to give an oily residue, which was then treated with Et2O to obtain a white solid of compound (22) (1.59 g, 98%... Starting materials: CSSC, CC(C)(C)ON=O, CC1C(c2cc(C(F)(F)F)cc(C(F)(F)F)c2)OC(=O)N1Cc1cc(N)ccc1Br. The product is CSc1ccc(Br)c(CN2C(=O)OC(c3cc(C(F)(F)F)cc(C(F)(F)F)c3)C2C)c1. As a reaction SMILES: [CH3:38][S:39][S:40][CH3:41].[N:31]([O:32][C:33]([CH3:34])([CH3:35])[CH3:36])=[O:37].[NH2:1][c:2]1[cH:3][cH:4][c:5]([Br:30])[c:6]([CH2:7][N:8]2[C:9](=[O:28])[O:10][CH:11]([c:14]3[cH:15][c:16]([C:24]([F:25])([F:26])[F:27])[cH:17][c:18]([C:20]([F:21])([F:22])[F:23])[cH:19]3)[CH:12]2[CH3:13])[cH:29]1>>[c:2]1([S:39][CH3:38])[cH:3][cH:4][c:5]([Br:30])[c:6]([CH2:7][N:8]2[C:9](=[O:28])[O:10][CH:11]([c:14]3[cH:15][c:16]([C:24]([F:25])([F:26])[F:27])[cH:17][c:18]([C:20]([F:21])([F:22])[F:23])[cH:19]3)[CH:12]2[CH3:13])[cH:29]1. Reactants: OC1CC(COCc2ccccc2)C1, CS(=O)(=O)Cl, O, c1ccncc1. Yields the product CS(=O)(=O)OC1CC(COCc2ccccc2)C1. As a reaction SMILES: [CH2:1]([c:2]1[cH:3][cH:4][cH:5][cH:6][cH:7]1)[O:8][CH2:9][CH:10]1[CH2:11][CH:12]([OH:14])[CH2:13]1.[CH3:15][S:16]([Cl:17])(=[O:18])=[O:19].[OH2:20].[cH:21]1[cH:22][cH:23][n:24][cH:25][cH:26]1>>[CH2:1]([c:2]1[cH:3][cH:4][cH:5][cH:6][cH:7]1)[O:8][CH2:9][CH:10]1[CH2:11][CH:12]([O:14][S:16]([CH3:15])(=[O:18])=[O:19])[CH2:13]1. The reactants are [H-].[Al+3].[Li+].[H-].[H-].[H-] (lithium aluminum hydride), OC[C@@H]1CN(CCC1)C(=O)OC(C)(C)C (1,1-dimethylethyl (3S)-3-(hydroxymethyl)-1-piperidinecarboxylate), [OH-].[Na+] (sodium hydroxide), O (water), O (water). The solvent is CCOCC (ether), C1CCOC1 (THF). Run at time 1.5 hour. The product is CN1C[C@H](CCC1)CO ([(3S)-1-Methyl-3-piperidinyl]methanol). As a reaction SMILES: [H-].[Al+3].[Li+].[H-].[H-].[H-].[OH:7][CH2:8][C@H:9]1[CH2:14][CH2:13][CH2:12][N:11]([C:15](OC(C)(C)C)=O)[CH2:10]1.O.[OH-].[Na+]>CCOCC.C1COCC1>[CH3:15][N:11]1[CH2:12][CH2:13][CH2:14][C@H:9]([CH2:8][OH:7])[CH2:10]1 |f:0.1.2.3.4.5,8.9|. Procedure: To a stirred solution of lithium aluminum hydride (10.5 ml of 1M solution in THF, 10.5 mmol) in ether (15 mL) at 20° C. was added dropwise a solution of 1,1-dimethylethyl (3S)-3-(hydroxymethyl)-1-piperidinecarboxylate (1.50 g, 7.0 mmol) in THF (5 mL). After 1.5 h at room temperature, water (0.4 mL) was added followed by 15% aqueous sodium hydroxide solution (0.4 mL) then water (1.2 mL). This was stirred 20 min then filtered. The filtrate was concentrated under reduced pressure to give 0.87 g use... The reactants are COC(=O)C1=CC(=NO1)OCC=1C(=NOC1C)C1=NC=CC=C1 (3-(5-methyl-3-pyridin-2-yl-isoxazol-4-ylmethoxy)-isoxazole-5-carboxylic acid methyl ester), NN1CCOCC1 (4-aminomorpholine). The product is N1(CCOCC1)NC(=O)C1=CC(=NO1)OCC=1C(=NOC1C)C1=NC=CC=C1 (3-(5-Methyl-3-pyridin-2-yl-isoxazol-4-ylmethoxy)-isoxazole-5-carboxylic acid morpholin-4-ylamide). Isolated yield 71.6%. Reaction SMILES: CO[C:3]([C:5]1[O:9][N:8]=[C:7]([O:10][CH2:11][C:12]2[C:13]([C:18]3[CH:23]=[CH:22][CH:21]=[CH:20][N:19]=3)=[N:14][O:15][C:16]=2[CH3:17])[CH:6]=1)=[O:4].[NH2:24][N:25]1[CH2:30][CH2:29][O:28][CH2:27][CH2:26]1>>[N:25]1([NH:24][C:3]([C:5]2[O:9][N:8]=[C:7]([O:10][CH2:11][C:12]3[C:13]([C:18]4[CH:23]=[CH:22][CH:21]=[CH:20][N:19]=4)=[N:14][O:15][C:16]=3[CH3:17])[CH:6]=2)=[O:4])[CH2:30][CH2:29][O:28][CH2:27][CH2:26]1. Procedure: As described for example 18, 3-(5-methyl-3-pyridin-2-yl-isoxazol-4-ylmethoxy)-isoxazole-5-carboxylic acid methyl ester (100 mg, 0.33 mmol) was converted, using 4-aminomorpholine (136 mg, 1.3 mmol) instead of N,N-dimethylhydrazine, to the title compound (91 mg, 71%) which was obtained as a white solid after purification by chromatography (silica, dichloromethane:methanol=9:1 to 7:3). MS: m/e=386.2 [M+H]+. The reactants are dimethyl acetal, ClC(C=O)COC (2-chloro-3-methoxypropionaldehyde), C(C=C)N (Allylamine). Solvent: C1(=CC=CC=C1)C (toluene). Run at time 15 minute. The product is dimethyl acetal, C(C=C)NC(C=O)COC (2-allylamino-3-methoxypropionaldehyde). As a reaction SMILES: Cl[CH:2]([CH2:5][O:6][CH3:7])[CH:3]=[O:4].[CH2:8]([NH2:11])[CH:9]=[CH2:10]>C1(C)C=CC=CC=1>[CH2:8]([NH:11][CH:2]([CH2:5][O:6][CH3:7])[CH:3]=[O:4])[CH:9]=[CH2:10]. Procedure details: The dimethyl acetal of 2-chloro-3-methoxypropionaldehyde (0.1 mole) and toluene (75 ml) are charged into a glass reaction vessel equipped with a mechanical stirrer, thermometer and reflux condenser. Allylamine (0.22 mole) is added to the reaction mixture with stirring at room temperature. Stirring is continued for a period of about 15 minutes. After this time the reaction mixture is heated at reflux for a period of about 1 hour. The reaction mixture is then cooled to room temperature and filtere...